Dataset: the Open Reaction Database (ORD), a public repository of structured organic reaction records. Task: describe an organic reaction: reactants, conditions, products, and yield Reactants: O (water), ClC1=C2C3=CC(CCC3(CC2=CC(=C1Cl)O)CC)=O (5,6-dichloro-9a-ethyl-7-hydroxy-1,2,9,9a-tetrahydro-3H-fluoren-3-one), BrCC(=O)OCC (ethyl bromoacetate), C([O-])([O-])=O.[K+].[K+] (potassium carbonate). The solvent is CN(C=O)C (dimethylformamide). Run at temperature 50 celsius, time 1 hour. Product: ClC1=C2C3=CC(CCC3(CC2=CC(=C1Cl)OCC(=O)OCC)CC)=O (Ethyl [(5,6-Dichloro-9a-ethyl-3-oxo-1,2,9,9a-tetrahydro-3H-fluoren-7-yl)oxy]acetate). RXN SMILES: [Cl:1][C:2]1[C:14]([Cl:15])=[C:13]([OH:16])[CH:12]=[C:11]2[C:3]=1[C:4]1[C:9]([CH2:17][CH3:18])([CH2:10]2)[CH2:8][CH2:7][C:6](=[O:19])[CH:5]=1.Br[CH2:21][C:22]([O:24][CH2:25][CH3:26])=[O:23].C(=O)([O-])[O-].[K+].[K+].O>CN(C)C=O>[Cl:1][C:2]1[C:14]([Cl:15])=[C:13]([O:16][CH2:21][C:22]([O:24][CH2:25][CH3:26])=[O:23])[CH:12]=[C:11]2[C:3]=1[C:4]1[C:9]([CH2:17][CH3:18])([CH2:10]2)[CH2:8][CH2:7][C:6](=[O:19])[CH:5]=1 |f:2.3.4|. Procedure details: A mixture of 5,6-dichloro-9a-ethyl-7-hydroxy-1,2,9,9a-tetrahydro-3H-fluoren-3-one (6.0 gm., 0.02 mole), ethyl bromoacetate (4.0 gm., 0.025 mole) and potassium carbonate (8.3 gm., 0.06 mole) in dimethylformamide (35 ml.) is heated at 50° C. and stirred for one hour. The mixture is cooled and poured into water (300 ml.). The solid product that separates is removed by filtration, then washed with water followed by benzene (10 ml.). Reaction SMILES: [CH2:40]1[O:41][CH2:42][CH2:43][CH2:44]1.[CH:1](=[O:2])[CH:3]1[CH2:4][N:5]([C:31](=[O:32])[O:33][C:34]([CH3:35])([CH3:36])[CH3:37])[CH2:6][CH:7]([N:9]([CH2:10][CH:11]([CH3:12])[CH3:13])[C:14](=[O:15])[c:16]2[n:17][c:18]3[c:19]([n:20]2[CH2:21][CH2:22][CH2:23][CH2:24][O:25][CH3:26])[cH:27][cH:28][cH:29][cH:30]3)[CH2:8]1.[Cl-:38].[NH4+:39]>>[CH:1]([OH:2])([CH:3]1[CH2:4][N:5]([C:31](=[O:32])[O:33][C:34]([CH3:35])([CH3:36])[CH3:37])[CH2:6][CH:7]([N:9]([CH2:10][CH:11]([CH3:12])[CH3:13])[C:14](=[O:15])[c:16]2[n:17][c:18]3[c:19]([n:20]2[CH2:21][CH2:22][CH2:23][CH2:24][O:25][CH3:26])[cH:27][cH:28][cH:29][cH:30]3)[CH2:8]1)[CH3:40]. Starting materials: C1CCOC1, COCCCCn1c(C(=O)N(CC(C)C)C2CC(C=O)CN(C(=O)OC(C)(C)C)C2)nc2ccccc21, [Cl-], [NH4+]. Product: COCCCCn1c(C(=O)N(CC(C)C)C2CC(C(C)O)CN(C(=O)OC(C)(C)C)C2)nc2ccccc21. Starting materials: ClC=1C=C(C=CC1)O (3-chlorophenol), [H-].[Na+] (sodium hydride), BrC=1N(C(=C(N1)C(=O)OCC)CBr)C (Ethyl 2-bromo-5-bromomethyl-1-methylimidazole-4-carboxylate), resultant solution. Conditions: time 1 hour. Solvent: CN(C=O)C (N,N-dimethylformamide). RXN SMILES: [Cl:1][C:2]1[CH:3]=[C:4]([OH:8])[CH:5]=[CH:6][CH:7]=1.[H-].[Na+].[Br:11][C:12]1[N:13]([CH3:24])[C:14]([CH2:22]Br)=[C:15]([C:17]([O:19][CH2:20][CH3:21])=[O:18])[N:16]=1>CN(C)C=O>[Br:11][C:12]1[N:13]([CH3:24])[C:14]([CH2:22][O:8][C:4]2[CH:5]=[CH:6][CH:7]=[C:2]([Cl:1])[CH:3]=2)=[C:15]([C:17]([O:19][CH2:20][CH3:21])=[O:18])[N:16]=1 |f:1.2|. Product: BrC=1N(C(=C(N1)C(=O)OCC)COC1=CC(=CC=C1)Cl)C (Ethyl 2-bromo-5-(3-chlorophenoxy)methyl-1-methylimidazole-4-carboxylate). Procedure details: To a solution of 3-chlorophenol (1.73 g) in dry N,N-dimethylformamide (60 ml) was added 60% sodium hydride (0.535 g) in small portions. After the addition was complete the resultant solution was stirred at room temperature for 1 h. The product of step (i) (4.0 g) was added and the mixture was stirred at room temperature for 16 h. The solvent was removed under reduced pressure and the residue was partitioned between water and dichloromethane. The organic phase was washed with saturated potassium ... Yields the product C(CCCCCCCCCCCCCCC)(=O)OC(CSCCC(=O)NC=1C=C2CN(C(C2=CC1)=O)C(CCC(=O)O)C(=O)O)COC(CCCCCCCCCCCCCCC)=O (5-(6,7-bis(palmitoyloxy)-4-thiaheptanoyl)amino- 2-(1,3-bis(hydroxycarbonyl)propyl)isoindolin-1-one). Starting materials: C(CCCCCCCCCCCCCCC)(=O)OC(CSCCC(=O)NC=1C=C2CN(C(C2=CC1)=O)C(CCC(=O)OC(C)(C)C)C(=O)OC(C)(C)C)COC(CCCCCCCCCCCCCCC)=O (5-(6,7-bis(palmitoyloxy)-4-thiaheptanoyl)amino-2-(1,3-bis(t-butyloxycarbonyl)propyl)isoindolin-1-one), Example 62. Yield: 100.0%. Procedure details: A solution of 5-(6,7-bis(palmitoyloxy)-4-thiaheptanoyl)amino-2-(1,3-bis(t-butyloxycarbonyl)propyl)isoindolin-1-one as obtained in Example 62 (208 mg) in trifluoroacetic acid (5 ml) was stirred at room temperature for 4 hours, followed by concentration, to yield the title compound (191 mg, yield 100%) as a colorless crystal. Solvent: FC(C(=O)O)(F)F (trifluoroacetic acid). Conditions: time 4 hour. Reaction SMILES: [C:1]([O:18][CH:19]([CH2:54][O:55][C:56](=[O:72])[CH2:57][CH2:58][CH2:59][CH2:60][CH2:61][CH2:62][CH2:63][CH2:64][CH2:65][CH2:66][CH2:67][CH2:68][CH2:69][CH2:70][CH3:71])[CH2:20][S:21][CH2:22][CH2:23][C:24]([NH:26][C:27]1[CH:28]=[C:29]2[C:33](=[CH:34][CH:35]=1)[C:32](=[O:36])[N:31]([CH:37]([C:47]([O:49]C(C)(C)C)=[O:48])[CH2:38][CH2:39][C:40]([O:42]C(C)(C)C)=[O:41])[CH2:30]2)=[O:25])(=[O:17])[CH2:2][CH2:3][CH2:4][CH2:5][CH2:6][CH2:7][CH2:8][CH2:9][CH2:10][CH2:11][CH2:12][CH2:13][CH2:14][CH2:15][CH3:16]>FC(F)(F)C(O)=O>[C:1]([O:18][CH:19]([CH2:54][O:55][C:56](=[O:72])[CH2:57][CH2:58][CH2:59][CH2:60][CH2:61][CH2:62][CH2:63][CH2:64][CH2:65][CH2:66][CH2:67][CH2:68][CH2:69][CH2:70][CH3:71])[CH2:20][S:21][CH2:22][CH2:23][C:24]([NH:26][C:27]1[CH:28]=[C:29]2[C:33](=[CH:34][CH:35]=1)[C:32](=[O:36])[N:31]([CH:37]([C:47]([OH:49])=[O:48])[CH2:38][CH2:39][C:40]([OH:42])=[O:41])[CH2:30]2)=[O:25])(=[O:17])[CH2:2][CH2:3][CH2:4][CH2:5][CH2:6][CH2:7][CH2:8][CH2:9][CH2:10][CH2:11][CH2:12][CH2:13][CH2:14][CH2:15][CH3:16]. Reactants: ClC1=C(N)C=C(C(=C1)Cl)C1=NN(C(=C1)OC(F)F)C (2,4-dichloro-5-(5-difluoromethoxy-1-methyl-1H-pyrazol-3-yl)aniline), C(C)(=O)[O-].[Na+] (sodium acetate), BrBr (bromine). Run in C(C)(=O)O (acetic acid). Reaction conditions: time 8 hour. Yields the product BrC1=C(N)C(=CC(=C1C1=NN(C(=C1)OC(F)F)C)Cl)Cl (2-Bromo-4,6-dichloro-3-(5-difluoromethoxy-1-methyl-1H-pyrazol-3-yl)aniline). As a reaction SMILES: [Cl:1][C:2]1[CH:8]=[C:7]([Cl:9])[C:6]([C:10]2[CH:14]=[C:13]([O:15][CH:16]([F:18])[F:17])[N:12]([CH3:19])[N:11]=2)=[CH:5][C:3]=1[NH2:4].C([O-])(=O)C.[Na+].[Br:25]Br>C(O)(=O)C>[Br:25][C:5]1[C:6]([C:10]2[CH:14]=[C:13]([O:15][CH:16]([F:18])[F:17])[N:12]([CH3:19])[N:11]=2)=[C:7]([Cl:9])[CH:8]=[C:2]([Cl:1])[C:3]=1[NH2:4] |f:1.2|. Procedure: 1 g (2.9 mmol) of 2,4-dichloro-5-(5-difluoromethoxy-1-methyl-1H-pyrazol-3-yl)aniline and 2.4 g (29 mmol) of sodium acetate were initially charged in 100 ml of glacial acetic acid, and 0.93 g (5.6 mmol) of bromine was added dropwise at room temperature. The reaction mixture was stirred overnight and then concentrated, and the residue was taken up in toluene and washed with 50 ml of 5% by weight strength aqueous sodium hydroxide solution until neutral. The organic phase was dried over magnesium su... The reactants are ClC(=O)OC1=CC=CC=C1 (phenyl chloroformate), CCCCCC (hexane), FC(C=1C=C(N)C=CC1Cl)(F)F (3-trifluoromethyl-4-chloroaniline), N1=CC=CC=C1 (pyridine). Run in ClCCl (dichloromethane), ClCCl (dichloromethane). Run at time 1.5 hour. Product: ClC1=C(C=C(C=C1)NC(OC1=CC=CC=C1)=O)C(F)(F)F (phenyl 4-chloro-3-(trifluoromethyl)phenylcarbamate). Yield: 89.2%. RXN SMILES: [F:1][C:2]([F:12])([F:11])[C:3]1[CH:4]=[C:5]([CH:7]=[CH:8][C:9]=1[Cl:10])[NH2:6].N1C=CC=CC=1.Cl[C:20]([O:22][C:23]1[CH:28]=[CH:27][CH:26]=[CH:25][CH:24]=1)=[O:21].CCCCCC>ClCCl>[Cl:10][C:9]1[CH:8]=[CH:7][C:5]([NH:6][C:20](=[O:21])[O:22][C:23]2[CH:28]=[CH:27][CH:26]=[CH:25][CH:24]=2)=[CH:4][C:3]=1[C:2]([F:1])([F:11])[F:12]. Reported procedure: 3-trifluoromethyl-4-chloroaniline (25 g, 0.1278 mol) and pyridine (26 ml, 0.3195 mol) were dissolved in dichloromethane (250 ml). The reaction mass was cooled to 0° C. to −5° C. and a solution of phenyl chloroformate (22 ml, 0.1661 mol) in dichloromethane (100 ml) was added drop wise maintaining the temperature of the reaction mass below 0° C. The reaction mass was stirred at 0° C. to 5° C. for 1-2 hours and quenched with water (200 ml) below 10° C. The organic phase was separated and washed wit... Reactants: NC1=NC=CC=C1 (2-aminopyridine), BrCC(=O)C1=C(C=CC=C1)Br (2-bromo-1-(2-bromophenyl)-ethanone). Solvent: C(C)O (ethanol). Product: BrC1=C(C=CC=C1)C=1N=C2N(C=CC=C2)C1 (2-(2Bromophenyl)imidazo[1,2-a]pyridine). Reaction SMILES: [NH2:1][C:2]1[CH:7]=[CH:6][CH:5]=[CH:4][N:3]=1.Br[CH2:9][C:10]([C:12]1[CH:17]=[CH:16][CH:15]=[CH:14][C:13]=1[Br:18])=O>C(O)C>[Br:18][C:13]1[CH:14]=[CH:15][CH:16]=[CH:17][C:12]=1[C:10]1[N:1]=[C:2]2[CH:7]=[CH:6][CH:5]=[CH:4][N:3]2[CH:9]=1. Procedure details: A solution of 2-aminopyridine (1.63 g) and 2-bromo-1-(2-bromophenyl)-ethanone (4.8 g) in dry ethanol (40 mls) was heated under reflux for 1 hour. The mixture was concentrated in vacuo. The residue was treated with dilute sodium bicarbonate solution and extracted with ethyl acetate. The ethyl acetate was washed with water and brine then dried and evaporated. Flash chromatography produced the sub-title compound as a light grey oil. MS MW 272/274 bp 272. Reactants: O1CCC(CC1)COC=1C=C(C(=O)O)C=CC1 (3-(tetrahydro-pyran-4-yl-methoxy)-benzoic acid), C12CC(CC(CC1)N2)O (8-aza-bicyclo[3.2.1]octan-3-ol). Yields the product OC1CC2CCC(C1)N2C(=O)C2=CC(=CC=C2)OCC2CCOCC2 ((3-Hydroxy-8-aza-bicyclo[3.2.1]oct-8-yl)-[3-(tetrahydro-pyran-4-ylmethoxy)-phenyl]-methanone). Reaction SMILES: [O:1]1[CH2:6][CH2:5][CH:4]([CH2:7][O:8][C:9]2[CH:10]=[C:11]([CH:15]=[CH:16][CH:17]=2)[C:12]([OH:14])=O)[CH2:3][CH2:2]1.[CH:18]12[NH:25][CH:22]([CH2:23][CH2:24]1)[CH2:21][CH:20]([OH:26])[CH2:19]2>>[OH:26][CH:20]1[CH2:19][CH:18]2[N:25]([C:12]([C:11]3[CH:15]=[CH:16][CH:17]=[C:9]([O:8][CH2:7][CH:4]4[CH2:3][CH2:2][O:1][CH2:6][CH2:5]4)[CH:10]=3)=[O:14])[CH:22]([CH2:23][CH2:24]2)[CH2:21]1. Reported procedure: Prepared from 3-(tetrahydro-pyran-4-yl-methoxy)-benzoic acid and 8-aza-bicyclo[3.2.1]octan-3-ol. LC-MS (m/z): 346 (M+1). Reactants: C1=CC=C(C=C1)P(C2=CC=CC=C2)C3=CC=CC=C3 (Ph3P), C(=O)(OC(C)(C)C)N1C[C@H]([C@@H](C1)O)NS(=O)(=O)C1=CC=C(C=C1)C1=CC=CC=C1 ((±)-N-Boc-trans-3-(4-phenylbenzenesulfonamido)-4-hydroxypyrrolidine), N(=NC(=O)OCC)C(=O)OCC (diethyl azodicarboxylate). Solvent: C1CCOC1 (THF). Conditions: time 8 hour. Yields the product C1(=CC=CC=C1)C1=CC=C(C=C1)S(=O)(=O)N1CC1 (N-(4-phenylbenzenesulfonyl)aziridine). The yield is 145.5%. RXN SMILES: C1C=CC(P(C2C=CC=CC=2)C2C=CC=CC=2)=CC=1.C(N1C[C@@H:30](O)[C@H:29]([NH:33][S:34]([C:37]2[CH:42]=[CH:41][C:40]([C:43]3[CH:48]=[CH:47][CH:46]=[CH:45][CH:44]=3)=[CH:39][CH:38]=2)(=[O:36])=[O:35])C1)(OC(C)(C)C)=O.N(C(OCC)=O)=NC(OCC)=O>C1COCC1>[C:43]1([C:40]2[CH:41]=[CH:42][C:37]([S:34]([N:33]3[CH2:30][CH2:29]3)(=[O:36])=[O:35])=[CH:38][CH:39]=2)[CH:48]=[CH:47][CH:46]=[CH:45][CH:44]=1. Procedure: To a stirred solution of Ph3P (242 mg, 0.92 mmol) and (±)-N-Boc-trans-3-(4-phenylbenzenesulfonamido)-4-hydroxypyrrolidine (350 mg, 0.84 mmol) in THF (20 mL) at 0° C. was added diethyl azodicarboxylate (DEAD) (160 μL, 1.0 mmol) dropwise. The reaction mixture was stirred at room temperature overnight, then it was evaporated under reduced pressure. The residue was purified by flash chromatography (30% ethyl acetate in hexane) to give the N-(4-phenylbenzenesulfonyl)aziridine (317 mg, 95%): 1H NMR (3...